From a dataset of the Open Reaction Database (ORD), a public repository of structured organic reaction records. describe an organic reaction: reactants, conditions, products, and yield Reactants: COC(=O)C(F)C1C(O[Si](C)(C)C(C)(C)C)CC2OC21, CC[Al](CC)CC, C1CCOC1, CCCCCC, C[Si](C)(C)[N-][Si](C)(C)C, CCOC(C)=O, [Li+], O=C(O)CC(O)(CC(=O)O)C(=O)O. Yields the product COC(=O)C1(F)C2C(O)CC(O[Si](C)(C)C(C)(C)C)C21. As a reaction SMILES: [C:1]([CH3:2])([CH3:3])([CH3:4])[Si:5]([O:6][CH:7]1[CH:8]([CH:13]([C:14](=[O:15])[O:16][CH3:17])[F:18])[CH:9]2[O:10][CH:11]2[CH2:12]1)([CH3:19])[CH3:20].[CH2:27]([Al:28]([CH2:29][CH3:30])[CH2:31][CH3:32])[CH3:33].[CH2:63]1[O:64][CH2:65][CH2:66][CH2:67]1.[CH3:21][CH2:22][CH2:23][CH2:24][CH2:25][CH3:26].[CH3:34][Si:35]([CH3:36])([CH3:37])[N-:38][Si:39]([CH3:40])([CH3:41])[CH3:42].[CH3:57][CH2:58][O:59][C:60](=[O:61])[CH3:62].[Li+:43].[OH:44][C:45]([CH2:46][C:47]([C:48](=[O:49])[OH:50])([CH2:51][C:52](=[O:53])[OH:54])[OH:55])=[O:56]>>[C:1]([CH3:2])([CH3:3])([CH3:4])[Si:5]([O:6][CH:7]1[CH:8]2[CH:9]([CH:11]([OH:10])[CH2:12]1)[C:13]2([C:14](=[O:15])[O:16][CH3:17])[F:18])([CH3:19])[CH3:20]. The reactants are CC(=O)OC(C)=O, COCC(=O)OC1(C(=O)CO)CCC2C3CC(C)C4=CC(=O)CCC4(C)C3C(O)CC21C. Yields the product COCC(=O)OC1(C(=O)COC(C)=O)CCC2C3CC(C)C4=CC(=O)CCC4(C)C3C(O)CC21C. Reaction SMILES: [CH3:33][C:34](=[O:35])[O:36][C:37](=[O:38])[CH3:39].[OH:1][CH:2]1[CH:3]2[C:4]3([CH3:32])[CH2:5][CH2:6][C:7](=[O:31])[CH:8]=[C:9]3[CH:10]([CH3:30])[CH2:11][CH:12]2[CH:13]2[CH2:14][CH2:15][C:16]([C:17]([CH2:18][OH:19])=[O:20])([O:24][C:25]([CH2:26][O:27][CH3:28])=[O:29])[C:21]2([CH3:23])[CH2:22]1>>[OH:1][CH:2]1[CH:3]2[C:4]3([CH3:32])[CH2:5][CH2:6][C:7](=[O:31])[CH:8]=[C:9]3[CH:10]([CH3:30])[CH2:11][CH:12]2[CH:13]2[CH2:14][CH2:15][C:16]([C:17]([CH2:18][O:19][C:34]([CH3:33])=[O:35])=[O:20])([O:24][C:25]([CH2:26][O:27][CH3:28])=[O:29])[C:21]2([CH3:23])[CH2:22]1. Starting materials: C(C1=CC=CC=C1)(=O)C1=CC=C(COC2=CC=C(C=O)C=C2)C=C1 (4-(4-benzoylbenzyloxy)benzaldehyde), S1C(=S)NC(=O)C1 (rhodanine). The product is C1(=CC=CC=C1)C(=O)C1=CC=C(C=C1)COC1=CC=C(C=C1)C=C1C(NC(S1)=S)=O (5-[[4-[(4-phenylcarbonylphenyl)methoxy]phenyl]methylene]-2-thioxo-4-thiazolidinone). Reaction SMILES: [C:1]([C:9]1[CH:24]=[CH:23][C:12]([CH2:13][O:14][C:15]2[CH:22]=[CH:21][C:18]([CH:19]=O)=[CH:17][CH:16]=2)=[CH:11][CH:10]=1)(=[O:8])[C:2]1[CH:7]=[CH:6][CH:5]=[CH:4][CH:3]=1.[S:25]1[CH2:31][C:29](=[O:30])[NH:28][C:26]1=[S:27]>>[C:2]1([C:1]([C:9]2[CH:24]=[CH:23][C:12]([CH2:13][O:14][C:15]3[CH:22]=[CH:21][C:18]([CH:19]=[C:31]4[S:25][C:26](=[S:27])[NH:28][C:29]4=[O:30])=[CH:17][CH:16]=3)=[CH:11][CH:10]=2)=[O:8])[CH:3]=[CH:4][CH:5]=[CH:6][CH:7]=1. Reported procedure: The 4-(4-benzoylbenzyloxy)benzaldehyde was coupled with rhodanine to yield the title compound by admixing the 4-(4-benzoylbenzyloxy)benzaldehyde (2.09 g, 6.3 mmol) with rhodanine (1.0 g, 7.5 mmol), sodium acetate (1.8 g, 22 mmol) and acetic acid (75 ml) in a 250 ml flask. The reaction mixture was heated to reflux and refluxed overnight. The reactants are Brc1nccs1, O=C([O-])[O-], CC(C)Oc1ccc(B2OC(C)(C)C(C)(C)O2)cc1C(F)(F)F, CC#N, [Cs+], [Cs+], O. Product: CC(C)Oc1ccc(-c2nccs2)cc1C(F)(F)F. Reaction SMILES: [Br:24][c:25]1[s:26][cH:27][cH:28][n:29]1.[C:30](=[O:31])([O-:32])[O-:33].[CH3:1][C:2]1([CH3:3])[C:4]([CH3:5])([CH3:6])[O:7][B:8]([c:9]2[cH:10][c:11]([C:19]([F:20])([F:21])[F:22])[c:12]([O:15][CH:16]([CH3:17])[CH3:18])[cH:13][cH:14]2)[O:23]1.[CH3:36][C:37]#[N:38].[Cs+:34].[Cs+:35].[OH2:39]>>[c:9]1(-[c:25]2[s:26][cH:27][cH:28][n:29]2)[cH:10][c:11]([C:19]([F:20])([F:21])[F:22])[c:12]([O:15][CH:16]([CH3:17])[CH3:18])[cH:13][cH:14]1. The reactants are CNCCOC, Cl, O=C(O)c1cccc(-c2cccc3cc(C(=O)NC4CN5CCC4CC5)sc23)c1. The product is Cl, COCCN(C)C(=O)c1cccc(-c2cccc3cc(C(=O)NC4CN5CCC4CC5)sc23)c1. RXN SMILES: [CH3:31][O:32][CH2:33][CH2:34][NH:35][CH3:36].[ClH:1].[N:2]12[CH2:3][CH:4]([NH:10][C:11](=[O:12])[c:13]3[s:14][c:15]4[c:16]([cH:17]3)[cH:18][cH:19][cH:20][c:21]4-[c:22]3[cH:23][c:24]([C:25](=[O:26])[OH:27])[cH:28][cH:29][cH:30]3)[CH:5]([CH2:6][CH2:7]1)[CH2:8][CH2:9]2>>[ClH:1].[N:2]12[CH2:3][CH:4]([NH:10][C:11](=[O:12])[c:13]3[s:14][c:15]4[c:16]([cH:17]3)[cH:18][cH:19][cH:20][c:21]4-[c:22]3[cH:23][c:24]([C:25](=[O:26])[N:35]([CH2:34][CH2:33][O:32][CH3:31])[CH3:36])[cH:28][cH:29][cH:30]3)[CH:5]([CH2:6][CH2:7]1)[CH2:8][CH2:9]2. Reactants: [Cl-].[Al+3].[Cl-].[Cl-] (aluminium chloride), O1CCOC2=C1C=CC=C2N2CCN(CC2)CC#N (1-(1,4-benzodioxan-5-yl)-4-cyanomethylpiperazine), [OH-].[Na+] (sodium hydroxide), [Cl-].[Al+3].[Li+].[Cl-].[Cl-].[Cl-] (lithium aluminium chloride). Run in CCOCC (ether), C(Cl)Cl (methylene chloride), O1CCCC1 (tetrahydrofuran), CCOCC (ether). Yields the product NCCN1CCN(CC1)C1=CC=CC=2OCCOC21 (1-(2-amino-1-ethyl)-4-(1,4-benzodioxan-5-yl) piperazine). The yield is 95.3%. As a reaction SMILES: [Cl-].[Al+3].[Li+].[Cl-].[Cl-].[Cl-].[Cl-].[Al+3].[Cl-].[Cl-].[O:11]1[C:16]2[CH:17]=[CH:18][CH:19]=[C:20]([N:21]3[CH2:26][CH2:25][N:24]([CH2:27][C:28]#[N:29])[CH2:23][CH2:22]3)[C:15]=2[O:14][CH2:13][CH2:12]1.[OH-].[Na+]>CCOCC.O1CCCC1.C(Cl)Cl>[NH2:29][CH2:28][CH2:27][N:24]1[CH2:23][CH2:22][N:21]([C:20]2[C:15]3[O:14][CH2:13][CH2:12][O:11][C:16]=3[CH:17]=[CH:18][CH:19]=2)[CH2:26][CH2:25]1 |f:0.1.2.3.4.5,6.7.8.9,11.12|. Procedure: A suspension of lithium aluminium chloride (8.2 g) in dry ether (170 ml) was treated dropwise with a solution of aluminium chloride (8.2 g) in ether (170 ml) under cooling. After stirring for half an hour at room temperature a solution of 1-(1,4-benzodioxan-5-yl)-4-cyanomethylpiperazine (9.4 g) in dry tetrahydrofuran (250 ml) was added dropwise at 15° C. After reflux for 1.5 h the mixture was cooled and conc. sodium hydroxide solution (40 ml) was added dropwise. Filtration and removal of solvent... Reactants: OC1=C(C=CC=C1C=O)C=O (2-Hydroxy-1,3-benzenedicarboxaldehyde), S(=O)(=O)(OC)OC (dimethyl sulfate), C(C)#N (acetonitrile), C([O-])([O-])=O.[K+].[K+] (potassium carbonate). The solvent is C(C)OCC (diethyl ether). Conditions: temperature 75 celsius. The product is COC1=C(C=CC=C1C=O)C=O (2-methoxy-1,3-benzenedicarboxaldehyde). The yield is 54.0%. Reaction SMILES: [OH:1][C:2]1[C:7]([CH:8]=[O:9])=[CH:6][CH:5]=[CH:4][C:3]=1[CH:10]=[O:11].S(OC)(O[CH3:16])(=O)=O.C(#N)C.C(=O)([O-])[O-].[K+].[K+]>C(OCC)C>[CH3:16][O:1][C:2]1[C:7]([CH:8]=[O:9])=[CH:6][CH:5]=[CH:4][C:3]=1[CH:10]=[O:11] |f:3.4.5|. Procedure: 2-Hydroxy-1,3-benzenedicarboxaldehyde (1.05 g, 7 mmol), dimethyl sulfate (1.06 g, 8.4 mmol), and 55 mL of acetonitrile were charged into a 1-necked flask equipped with a mechanical stirrer. 1.45 g (10.5 mmol) of potassium carbonate was added at room temperature under nitrogen. The mixture was stirred at 75° C. until GC-MS indicated that the reaction was complete. The reaction mixture was cooled to ambient temperature, diluted with diethyl ether, washed with NaCl/H2O, and dried over MgSO4. The et... The reactants are BrC1=CC=2C3=C(C=NC2C=C1)N(C(N3C=3C(=NN(C3)C)C)=O)C (8-bromo-1-(1,3-dimethyl-1H-pyrazol-4-yl)-3-methyl-1,3-dihydro-imidazo[4,5-c]quinolin-2-one), C(C)NC1=NC=C(C=C1COC)B1OC(C(O1)(C)C)(C)C (ethyl-[3-methoxymethyl-5-(4,4,5,5-tetramethyl-[1,3,2]dioxaborolan-2-yl)-pyridin-2-yl]-amine). Yields the product CN1N=C(C(=C1)N1C(N(C=2C=NC=3C=CC(=CC3C21)C=2C=NC(=C(C2)COC)NCC)C)=O)C (1-(1,3-Dimethyl-1H-pyrazol-4-yl)-8-(6-ethylamino-5-methoxymethyl-pyridin-3-yl)-3-methyl-1,3-dihydro-imidazo[4,5-c]quinolin-2-one). RXN SMILES: Br[C:2]1[CH:11]=[CH:10][C:9]2[N:8]=[CH:7][C:6]3[N:12]([CH3:23])[C:13](=[O:22])[N:14]([C:15]4[C:16]([CH3:21])=[N:17][N:18]([CH3:20])[CH:19]=4)[C:5]=3[C:4]=2[CH:3]=1.[CH2:24]([NH:26][C:27]1[C:32]([CH2:33][O:34][CH3:35])=[CH:31][C:30](B2OC(C)(C)C(C)(C)O2)=[CH:29][N:28]=1)[CH3:25]>>[CH3:20][N:18]1[CH:19]=[C:15]([N:14]2[C:5]3[C:4]4[CH:3]=[C:2]([C:30]5[CH:29]=[N:28][C:27]([NH:26][CH2:24][CH3:25])=[C:32]([CH2:33][O:34][CH3:35])[CH:31]=5)[CH:11]=[CH:10][C:9]=4[N:8]=[CH:7][C:6]=3[N:12]([CH3:23])[C:13]2=[O:22])[C:16]([CH3:21])=[N:17]1. Procedure details: The title compound was synthesized in a similar manner as described for Example 1.1 using 8-bromo-1-(1,3-dimethyl-1H-pyrazol-4-yl)-3-methyl-1,3-dihydro-imidazo[4,5-c]quinolin-2-one (stage 205.1.1, 0.067 mmol) and ethyl-[3-methoxymethyl-5-(4,4,5,5-tetramethyl-[1,3,2]dioxaborolan-2-yl)-pyridin-2-yl]-amine (Stage 206.1.1) to give the title compound as a yellow solid. (HPLC: tR 2.20 min (Method A); M+H=458 MS-ES; 1H-NMR (d6-DMSO, 400 MHz) 8.90 (s, 1H), 8.22-8.18 (m, 1H), 8.13 (s, 1H), 8.05-8.00 (m, ... Starting materials: O1C=CC2=C1C=C(C=C2)O (1-benzofuran-6-ol), CC1=C(C=CC(=C1)C(F)(F)F)I (2-methyl-4-trifluoromethylphenyl iodide), Cl.CN(CC(=O)O)C (dimethylglycine hydrochloride), C([O-])([O-])=O.[Cs+].[Cs+] (cesium carbonate). The reagents and catalysts are [Cu](I)I (copper iodide). The solvent is O1CCOCC1 (dioxane), CN(C)C=O (DMF). Reaction conditions: temperature 110 celsius, time 22 hour. The product is CC1=C(OC=2OC3=C(C2)C=CC=C3)C=CC(=C1)C(F)(F)F ([2-Methyl-4-(trifluoromethyl)phenoxy]-1-benzofuran). As a reaction SMILES: [O:1]1[C:5]2[CH:6]=[C:7](O)[CH:8]=[CH:9][C:4]=2[CH:3]=[CH:2]1.[CH3:11][C:12]1[CH:17]=[C:16]([C:18]([F:21])([F:20])[F:19])[CH:15]=[CH:14][C:13]=1I.Cl.CN(C)CC(O)=[O:28].C(=O)([O-])[O-].[Cs+].[Cs+]>O1CCOCC1.CN(C=O)C.[Cu](I)I>[CH3:11][C:12]1[CH:17]=[C:16]([C:18]([F:21])([F:20])[F:19])[CH:15]=[CH:14][C:13]=1[O:28][C:2]1[O:1][C:5]2[CH:6]=[CH:7][CH:8]=[CH:9][C:4]=2[CH:3]=1 |f:2.3,4.5.6|. Procedure details: To a stirred solution of 1-benzofuran-6-ol (309 mg, 2.3 mmol) in dioxane (6 mL) and DMF (12 mL) was added 2-methyl-4-trifluoromethylphenyl iodide (600 mg, 2.3 mmol), copper iodide (108 mg, 0.57 mmol), dimethylglycine hydrochloride (243 mg, 1.7 mmol), and cesium carbonate (1.88 g, 5.8 mmol). The reaction was stirred at 110° C. for 22 h. After cooling to room temperature, solvents were removed in vacuo. The residue was dissolved in ethyl acetate, washed with water and brine, dried and concentrated...